From a dataset of the Open Reaction Database (ORD), a public repository of structured organic reaction records. describe an organic reaction: reactants, conditions, products, and yield Starting materials: CCCCCCc1nnc(-c2ccc3cc(O)ccc3c2)s1, CCCCCCC(=O)O, C(=NC1CCCCC1)=NC1CCCCC1, ClCCl, c1cc(N2CCCC2)ccn1. The product is CCCCCCC(=O)Oc1ccc2cc(-c3nnc(CCCCCC)s3)ccc2c1. RXN SMILES: [CH2:36]([CH2:37][CH2:38][CH2:39][CH2:40][CH3:41])[c:42]1[s:43][c:44](-[c:47]2[cH:48][c:49]3[cH:50][cH:51][c:52]([OH:57])[cH:53][c:54]3[cH:55][cH:56]2)[n:45][n:46]1.[CH3:1][CH2:2][CH2:3][CH2:4][CH2:5][CH2:6][C:7]([OH:8])=[O:9].[CH:10]1([N:11]=[C:12]=[N:13][CH:14]2[CH2:15][CH2:16][CH2:17][CH2:18][CH2:19]2)[CH2:20][CH2:21][CH2:22][CH2:23][CH2:24]1.[Cl:58][CH2:59][Cl:60].[N:25]1([c:26]2[cH:27][cH:28][n:29][cH:30][cH:31]2)[CH2:32][CH2:33][CH2:34][CH2:35]1>>[CH3:1][CH2:2][CH2:3][CH2:4][CH2:5][CH2:6][C:7](=[O:8])[O:9][c:52]1[cH:51][cH:50][c:49]2[cH:48][c:47](-[c:44]3[s:43][c:42]([CH2:36][CH2:37][CH2:38][CH2:39][CH2:40][CH3:41])[n:46][n:45]3)[cH:56][cH:55][c:54]2[cH:53]1. Reactants: 52-A, C(C)(C)(C)OC(=O)N1CC(CCCC1)N (tert-butyl-3-aminoazepane-1-carboxylate), C(C)(C)(C)OC(=O)N1CCC(CCC1)N (tert-butyl-4-aminoazepane-1-carboxylate), ClC1=NC(=NC2=CC=CC=C12)C1=C(C=CC(=C1)Cl)OC (4-chloro-2-(5-chloro-2-methoxyphenyl)quinazoline), 52-B. Product: N1CCC(CCC1)NC1=NC(=NC2=CC=CC=C12)C1=C(C=CC(=C1)Cl)O (2-(4-(Azepan-4-ylamino)quinazolin-2-yl)-4-chlorophenol). RXN SMILES: Cl[C:2]1[C:11]2[C:6](=[CH:7][CH:8]=[CH:9][CH:10]=2)[N:5]=[C:4]([C:12]2[CH:17]=[C:16]([Cl:18])[CH:15]=[CH:14][C:13]=2[O:19]C)[N:3]=1.C(OC(N1CCCCC(N)C1)=O)(C)(C)C.C(OC([N:43]1[CH2:49][CH2:48][CH2:47][CH:46]([NH2:50])[CH2:45][CH2:44]1)=O)(C)(C)C>>[NH:43]1[CH2:49][CH2:48][CH2:47][CH:46]([NH:50][C:2]2[C:11]3[C:6](=[CH:7][CH:8]=[CH:9][CH:10]=3)[N:5]=[C:4]([C:12]3[CH:17]=[C:16]([Cl:18])[CH:15]=[CH:14][C:13]=3[OH:19])[N:3]=2)[CH2:45][CH2:44]1. Reported procedure: The title compound was prepared using a method analogous to that described in Synthesis 52, replacing 4-chloro-2-(2-methoxyphenyl)quinazoline with 4-chloro-2-(5-chloro-2-methoxyphenyl)quinazoline in Synthesis 52-A and tert-butyl-3-aminoazepane-1-carboxylate with tert-butyl-4-aminoazepane-1-carboxylate in Synthesis 52-B. The reactants are FC(C(=O)O)(F)F.FC(C(=O)O)(F)F.FC(C(=O)O)(F)F.ClC=1C=NC=2NC=3C=NC=C(CCC4=C(C=CC(NC1N2)=C4)NC(CC4CCNCC4)=O)C3 (N-[6-chloro-2,4,8,18,22-pentaazatetracyclo[14.3.1.1(3,7).1(9,13)]docosa-1(20),3(22),4,6,9(21),10,12,16,18-nonaen-12-yl]-2-piperidin-4-ylacetamide tris(trifluoroacetate)), CN1C(=NC(=C1)S(=O)(=O)Cl)C (1,2-dimethyl-1H-imidazole-4-sulfonyl chloride). Reaction SMILES: [F:1][C:2]([F:7])([F:6])[C:3]([OH:5])=[O:4].[F:8][C:9]([F:14])([F:13])[C:10]([OH:12])=[O:11].FC(F)(F)C(O)=O.[Cl:22][C:23]1[CH:24]=[N:25][C:26]2[NH:27][C:28]3[CH:29]=[N:30][CH:31]=[C:32]([CH:54]=3)[CH2:33][CH2:34][C:35]3[CH:43]=[C:39]([NH:40][C:41]=1[N:42]=2)[CH:38]=[CH:37][C:36]=3[NH:44][C:45](=[O:53])[CH2:46][CH:47]1[CH2:52][CH2:51][NH:50][CH2:49][CH2:48]1.[CH3:55][N:56]1[CH:60]=[C:59]([S:61](Cl)(=[O:63])=[O:62])[N:58]=[C:57]1[CH3:65]>>[F:1][C:2]([F:7])([F:6])[C:3]([OH:5])=[O:4].[F:8][C:9]([F:14])([F:13])[C:10]([OH:12])=[O:11].[Cl:22][C:23]1[CH:24]=[N:25][C:26]2[NH:27][C:28]3[CH:29]=[N:30][CH:31]=[C:32]([CH:54]=3)[CH2:33][CH2:34][C:35]3[CH:43]=[C:39]([NH:40][C:41]=1[N:42]=2)[CH:38]=[CH:37][C:36]=3[NH:44][C:45](=[O:53])[CH2:46][CH:47]1[CH2:52][CH2:51][N:50]([S:61]([C:59]2[N:58]=[C:57]([CH3:65])[N:56]([CH3:55])[CH:60]=2)(=[O:63])=[O:62])[CH2:49][CH2:48]1 |f:0.1.2.3,5.6.7|. Yield: 24.0%. The product is FC(C(=O)O)(F)F.FC(C(=O)O)(F)F.ClC=1C=NC=2NC=3C=NC=C(CCC4=C(C=CC(NC1N2)=C4)NC(CC4CCN(CC4)S(=O)(=O)C=4N=C(N(C4)C)C)=O)C3 (N-[6-Chloro-2,4,8,18,22-pentaazatetracyclo[14.3.1.1(3,7).1(9,13)]docosa-1(20),3(22),4,6,9(21),10,12,16,18-nonaen-12-yl]-2-{1-[(1,2-dimethyl-1H-imidazol-4-yl)sulfonyl]piperidin-4-yl}acetamide bis(trifluoroacetate)). Procedure details: The desired compound was prepared according to the procedure of Example A42 using N-[6-chloro-2,4,8,18,22-pentaazatetracyclo[14.3.1.1(3,7).1(9,13)]docosa-1(20),3(22),4,6,9(21),10,12,16,18-nonaen-12-yl]-2-piperidin-4-ylacetamide tris(trifluoroacetate) and 1,2-dimethyl-1H-imidazole-4-sulfonyl chloride as starting materials in 24% yield. LCMS for C29H33ClN9O3S (M+H)+: m/z=622.2. The reactants are NC[C@@H]1[C@H]2CC(C[C@H]2CN1C(=O)C=1N=C(SC1C=1C=C(C=CC1)C)C)C ([(1S,2S,5R)-2-aminomethyl-7-methyl-3-aza-bicyclo[3.3.0]oct-3-yl]-(2-methyl-5-m-tolyl-thiazol-4-yl)-methanone), CC1=CC=CC(=N1)C(=O)O (6-methyl-pyridine-2-carboxylic acid). The product is CC1C[C@H]2CN([C@@H]([C@H]2C1)CNC(=O)C1=NC(=CC=C1)C)C(=O)C=1N=C(SC1C=1C=C(C=CC1)C)C (6-Methyl-pyridine-2-carboxylic acid-(1S,2S,5R)-[7-methyl-3-(2-methyl-5-m-tolyl-thiazole-4-carbonyl)-3-aza-bicyclo[3.3.0]oct-2-ylmethyl]-amide). Reaction SMILES: [NH2:1][CH2:2][C@H:3]1[N:10]([C:11]([C:13]2[N:14]=[C:15]([CH3:25])[S:16][C:17]=2[C:18]2[CH:19]=[C:20]([CH3:24])[CH:21]=[CH:22][CH:23]=2)=[O:12])[CH2:9][C@H:8]2[C@@H:4]1[CH2:5][CH:6]([CH3:26])[CH2:7]2.[CH3:27][C:28]1[N:33]=[C:32]([C:34](O)=[O:35])[CH:31]=[CH:30][CH:29]=1>>[CH3:26][CH:6]1[CH2:5][C@H:4]2[C@H:8]([CH2:9][N:10]([C:11]([C:13]3[N:14]=[C:15]([CH3:25])[S:16][C:17]=3[C:18]3[CH:19]=[C:20]([CH3:24])[CH:21]=[CH:22][CH:23]=3)=[O:12])[C@@H:3]2[CH2:2][NH:1][C:34]([C:32]2[CH:31]=[CH:30][CH:29]=[C:28]([CH3:27])[N:33]=2)=[O:35])[CH2:7]1. Reported procedure: prepared by reaction of [(1S,2S,5R)-2-aminomethyl-7-methyl-3-aza-bicyclo[3.3.0]oct-3-yl]-(2-methyl-5-m-tolyl-thiazol-4-yl)-methanone with 6-methyl-pyridine-2-carboxylic acid. Reactants: C(C)(C)(C)OC(NC(=N)C=1SC(=C(C1)S(=O)(=O)C=1C=NC(=C(C1)Br)Cl)SC)=O ({[4-(5-bromo-6-chloro-pyridine-3-sulfonyl)-5-methylsulfanyl-thiophen-2-yl]-imino-methyl}-carbamic acid tert-butyl ester), NCC1=CC=NC=C1 (4-aminomethylpyridine). Run in C1CCOC1 (THF). Conditions: temperature 70 celsius, time 2 hour. The product is C(C)(C)(C)OC(NC(=N)C=1SC(=C(C1)S(=O)(=O)C=1C=NC(=C(C1)Br)NCC1=CC=NC=C1)SC)=O ([(4-{5-Bromo-6-[(pyridin-4-ylmethyl)-amino]-pyridine-3-sulfonyl}-5-methylsulfanyl-thiophen-2-yl)-imino-methyl]-carbamic acid tert-butyl ester). Reaction SMILES: [C:1]([O:5][C:6](=[O:28])[NH:7][C:8]([C:10]1[S:11][C:12]([S:26][CH3:27])=[C:13]([S:15]([C:18]2[CH:19]=[N:20][C:21](Cl)=[C:22]([Br:24])[CH:23]=2)(=[O:17])=[O:16])[CH:14]=1)=[NH:9])([CH3:4])([CH3:3])[CH3:2].[NH2:29][CH2:30][C:31]1[CH:36]=[CH:35][N:34]=[CH:33][CH:32]=1>C1COCC1>[C:1]([O:5][C:6](=[O:28])[NH:7][C:8]([C:10]1[S:11][C:12]([S:26][CH3:27])=[C:13]([S:15]([C:18]2[CH:19]=[N:20][C:21]([NH:29][CH2:30][C:31]3[CH:36]=[CH:35][N:34]=[CH:33][CH:32]=3)=[C:22]([Br:24])[CH:23]=2)(=[O:17])=[O:16])[CH:14]=1)=[NH:9])([CH3:4])([CH3:3])[CH3:2]. Procedure: To a vessel containing a stir bar was added {[4-(5-bromo-6-chloro-pyridine-3-sulfonyl)-5-methylsulfanyl-thiophen-2-yl]-imino-methyl}-carbamic acid tert-butyl ester (0.035 g, 0.066 mmol), 4-aminomethylpyridine (0.015 g, 0.133 mmol), THF [3 mL]. The reaction vessel was sealed and heated to 70° C. for 18 hours, cooled to room temperature and concentrated in vacuo. The crude residue was dissolved in a solution of chloroform/trifluoroacetic acid (1/1) [2 mL] and was allowed to stir at room temperatur...